This data is from the Open Reaction Database (ORD), a public repository of structured organic reaction records. The task is: describe an organic reaction: reactants, conditions, products, and yield Starting materials: BrC1=CC=C(C=C1)[C@H](C)N1C(O[C@](CC1)(C1=CC=C(C=C1)F)CCC(=O)N)=O (3-((R)-3-((S)-1-(4-bromophenyl)ethyl)-6-(4-fluorophenyl)-2-oxo-1,3-oxazinan-6-yl)propanamide), COC1=CC=C(C=N1)B(O)O (6-methoxypyridine-3-boronic acid). The product is FC1=CC=C(C=C1)[C@]1(CCN(C(O1)=O)[C@@H](C)C1=CC=C(C=C1)C=1C=NC(=CC1)OC)CCC(=O)N (3-((R)-6-(4-fluorophenyl)-3-((S)-1-(4-(6-methoxypyridin-3-yl)phenyl)ethyl)-2-oxo-1,3-oxazinan-6-yl)propanamide). As a reaction SMILES: Br[C:2]1[CH:7]=[CH:6][C:5]([C@@H:8]([N:10]2[CH2:15][CH2:14][C@:13]([CH2:23][CH2:24][C:25]([NH2:27])=[O:26])([C:16]3[CH:21]=[CH:20][C:19]([F:22])=[CH:18][CH:17]=3)[O:12][C:11]2=[O:28])[CH3:9])=[CH:4][CH:3]=1.[CH3:29][O:30][C:31]1[N:36]=[CH:35][C:34](B(O)O)=[CH:33][CH:32]=1>>[F:22][C:19]1[CH:20]=[CH:21][C:16]([C@:13]2([CH2:23][CH2:24][C:25]([NH2:27])=[O:26])[O:12][C:11](=[O:28])[N:10]([C@H:8]([C:5]3[CH:6]=[CH:7][C:2]([C:34]4[CH:35]=[N:36][C:31]([O:30][CH3:29])=[CH:32][CH:33]=4)=[CH:3][CH:4]=3)[CH3:9])[CH2:15][CH2:14]2)=[CH:17][CH:18]=1. Procedure details: The title compound was prepared from 3-((R)-3-((S)-1-(4-bromophenyl)ethyl)-6-(4-fluorophenyl)-2-oxo-1,3-oxazinan-6-yl)propanamide and 6-methoxypyridine-3-boronic acid following a procedure analogous to that described in Example 1 Step 2. LC-MS Method 2 tR=1.254 min, m/z=477.21; 1H NMR (CDCl3) 1.55 (d, 3H), 2.01 (m, 1H), 2.15-2.34 (m, 5H), 2.46 (m, 1H), 2.96 (m, 1H), 4.00 (s, 3H), 5.66 (m, 1H), 5.80 (s, 1H), 6.19 (s, 1H), 6.86 (d, 1H), 7.03 (m, 4H), 7.23 (m, 2H), 7.79 (dd, 1H), 8.36 (s, 1H). The reactants are C1CO1, CC(N)C(C)N, CO, [K+], [OH-], OCCCl. Product: CC(N)C(C)NCCO. RXN SMILES: [CH2:1]1[CH2:2][O:3]1.[CH3:10][CH:11]([CH:12]([NH2:13])[CH3:14])[NH2:15].[CH3:16][OH:17].[K+:9].[OH-:8].[OH:4][CH2:5][CH2:6][Cl:7]>>[CH2:1]([CH2:2][NH:13][CH:12]([CH:11]([CH3:10])[NH2:15])[CH3:14])[OH:3]. The solvent is CC(=O)O (AcOH). Reaction SMILES: [S:1]1[CH:5]=[CH:4][CH:3]=[C:2]1[CH2:6][NH:7][C:8]1[S:9][CH2:10][C:11](=[O:13])[N:12]=1.C(O[Na])(C)=O.[CH:19]([C:21]1[N:22]=[C:23]2[C:28](=[CH:29][CH:30]=1)[N:27]=[CH:26][C:25]([C:31]#[N:32])=[C:24]2[O:33][CH:34]([CH3:36])[CH3:35])=O>CC(O)=O>[CH:34]([O:33][C:24]1[C:23]2[C:28](=[CH:29][CH:30]=[C:21]([CH:19]=[C:10]3[S:9][C:8]([NH:7][CH2:6][C:2]4[S:1][CH:5]=[CH:4][CH:3]=4)=[N:12][C:11]3=[O:13])[N:22]=2)[N:27]=[CH:26][C:25]=1[C:31]#[N:32])([CH3:36])[CH3:35]. The reactants are S1C(=CC=C1)CNC=1SCC(N1)=O (2-[(thiophen-2-ylmethyl)-amino]-thiazol-4-one), C(=O)(C)O[Na] (AcONa), C(=O)C=1N=C2C(=C(C=NC2=CC1)C#N)OC(C)C (6-formyl-4-isopropoxy-[1,5]naphthyridine-3-carbonitrile). Yield: 50.8%. Reaction conditions: temperature 80 celsius. Procedure: To a mixture of 2-[(thiophen-2-ylmethyl)-amino]-thiazol-4-one (34.0 mg, 0.16 mmol, (prepared as described below), AcONa (160 mg, 1.95 mmol), and 6-formyl-4-isopropoxy-[1,5]naphthyridine-3-carbonitrile (57.9 mg, 0.24 mmol) (see Example 1) in a sealed tube was added AcOH (0.3 mL). The reaction mixture was heated to 80° C. (oil bath) for 5 hrs. The reaction mixture was then cooled to r.t. and triturated with water. The solid was collected by filtration and washed with water. The solid was then susp... Yields the product C(C)(C)OC1=C(C=NC2=CC=C(N=C12)C=C1C(N=C(S1)NCC=1SC=CC1)=O)C#N (4-isopropoxy-6-{4-oxo-2-[(thiophen-2-ylmethyl)-amino]-4H-thiazol-5-ylidenemethyl}-[1,5]naphthyridine-3-carbonitrile). Yields the product CCOC(=O)c1ccc(CN(CC)Cc2cc(Br)ccc2OCc2ccccc2)cc1. As a reaction SMILES: [CH2:32]([CH3:33])[I:34].[CH2:3]([c:4]1[cH:5][cH:6][cH:7][cH:8][cH:9]1)[O:10][c:11]1[c:12]([CH2:13][NH:14][CH2:15][c:16]2[cH:17][cH:18][c:19]([C:20](=[O:21])[O:22][CH2:23][CH3:24])[cH:25][cH:26]2)[cH:27][c:28]([Br:31])[cH:29][cH:30]1.[CH3:35][C:36](=[O:37])[OH:38].[H-:2].[Na+:1].[O:39]=[CH:40][N:41]([CH3:42])[CH3:43].[OH2:44]>>[CH2:3]([c:4]1[cH:5][cH:6][cH:7][cH:8][cH:9]1)[O:10][c:11]1[c:12]([CH2:13][N:14]([CH2:15][c:16]2[cH:17][cH:18][c:19]([C:20](=[O:21])[O:22][CH2:23][CH3:24])[cH:25][cH:26]2)[CH2:32][CH3:33])[cH:27][c:28]([Br:31])[cH:29][cH:30]1. Starting materials: CCI, CCOC(=O)c1ccc(CNCc2cc(Br)ccc2OCc2ccccc2)cc1, CC(=O)O, [H-], [Na+], CN(C)C=O, O.